This data is from the Open Reaction Database (ORD), a public repository of structured organic reaction records. The task is: describe an organic reaction: reactants, conditions, products, and yield The reactants are O=C([O-])[O-], CS(C)=O, ClCc1ccccc1, [K+], [K+], O, COC1(C)CCc2c(C)c(O)c(C)c(C)c2O1. The product is COC1(C)CCc2c(C)c(OCc3ccccc3)c(C)c(C)c2O1. Reaction SMILES: [C:18](=[O:19])([O-:20])[O-:21].[CH3:24][S:25]([CH3:26])=[O:27].[Cl:28][CH2:29][c:30]1[cH:31][cH:32][cH:33][cH:34][cH:35]1.[K+:22].[K+:23].[OH2:36].[OH:1][c:2]1[c:3]([CH3:17])[c:4]2[c:9]([c:10]([CH3:13])[c:11]1[CH3:12])[O:8][C:7]([CH3:14])([O:15][CH3:16])[CH2:6][CH2:5]2>>[O:1]([c:2]1[c:3]([CH3:17])[c:4]2[c:9]([c:10]([CH3:13])[c:11]1[CH3:12])[O:8][C:7]([CH3:14])([O:15][CH3:16])[CH2:6][CH2:5]2)[CH2:29][c:30]1[cH:31][cH:32][cH:33][cH:34][cH:35]1. Starting materials: COC(CC1=CC2=CC=C(C=C2C(=C1C)C1CCN(CC1)S(=O)(=O)CC1=C(C=CC=C1)N)F)=O ({4-[1-(2-amino-phenylmethanesulfonyl)-piperidin-4-yl]-6-fluoro-3-methyl-naphthalen-2-yl}-acetic acid methyl ester), O.[OH-].[Li+] (lithium hydroxide monohydrate). The solvent is C1CCOC1 (THF), O (water). Run at time 15 hour. Yields the product NC1=C(C=CC=C1)CS(=O)(=O)N1CCC(CC1)C1=C(C(=CC2=CC=C(C=C12)F)CC(=O)O)C ({4-[1-(2-amino-phenylmethane-sulfonyl)-piperidin-4-yl]-6-fluoro-3-methyl-naphthalen-2-yl}-acetic acid). Yield: 92.1%. Reaction SMILES: C[O:2][C:3](=[O:34])[CH2:4][C:5]1[C:14]([CH3:15])=[C:13]([CH:16]2[CH2:21][CH2:20][N:19]([S:22]([CH2:25][C:26]3[CH:31]=[CH:30][CH:29]=[CH:28][C:27]=3[NH2:32])(=[O:24])=[O:23])[CH2:18][CH2:17]2)[C:12]2[C:7](=[CH:8][CH:9]=[C:10]([F:33])[CH:11]=2)[CH:6]=1.O.[OH-].[Li+]>C1COCC1.O>[NH2:32][C:27]1[CH:28]=[CH:29][CH:30]=[CH:31][C:26]=1[CH2:25][S:22]([N:19]1[CH2:20][CH2:21][CH:16]([C:13]2[C:12]3[C:7](=[CH:8][CH:9]=[C:10]([F:33])[CH:11]=3)[CH:6]=[C:5]([CH2:4][C:3]([OH:34])=[O:2])[C:14]=2[CH3:15])[CH2:17][CH2:18]1)(=[O:24])=[O:23] |f:1.2.3|. Procedure details: To a solution of {4-[1-(2-amino-phenylmethanesulfonyl)-piperidin-4-yl]-6-fluoro-3-methyl-naphthalen-2-yl}-acetic acid methyl ester (178 mg, 0.367 mmol) in THF 8.0 mL) was added a solution of lithium hydroxide monohydrate (176 mg, 7.35 mmol) in water (2.0 mL) at room temperature. The resulting solution was stirred for 15 hours under nitrogen. The solvent was removed under vacuum and the aqueous solution was diluted with water and slowly neutralized with 1.0 N HCl until the pH was between 5 and 6.... Reactants: CNCC1=C(C2=C(S1)C=CC=C2)C (methyl-(3-methyl-benzo[b]thiophen-2-ylmethyl)amine), Cl.CN1CC(NC2=C(C1)C=C(C=N2)/C=C/C(=O)O)=O ((E)-3-(4-methyl-2-oxo-2,3,4,5-tetrahydro-1H-pyrido[2,3-e][1,4]diazepin-7-yl)acrylic acid hydrochloride), CNCC1=C(C2=CC=CC=C2C=C1)CCC (methyl-(1-propyl-naphthalen-2-ylmethyl)amine), Cl.N1(CCOCC1)CCCN1CC(NC2=C(C1)C=C(C=N2)/C=C/C(=O)O)=O ((E)-3-[4-(3-morpholin-4-yl-propyl)-2-oxo-2,3,4,5-tetrahydro-1H-pyrido[2,3-e][1,4]diazepin-7-yl]acrylic acid hydrochloride). Yields the product Cl.CN(C(\C=C\C1=CC2=C(NC(CN(C2)CCCN2CCOCC2)=O)N=C1)=O)CC1=C(C2=C(S1)C=CC=C2)C ((E)-N-Methyl-N-(3-methyl-benzo[b]thiophen-2-ylmethyl)-3-[4-(3-morpholin-4-yl-propyl)-2-oxo-2,3,4,5-tetrahydro-1H-pyrido[2,3-e][1,4]diazepin-7-yl]acrylamide hydrochloride). Isolated yield 56.0%. As a reaction SMILES: [CH3:1][NH:2][CH2:3][C:4]1[S:8][C:7]2[CH:9]=[CH:10][CH:11]=[CH:12][C:6]=2[C:5]=1[CH3:13].CNCC1C=CC2C(=CC=CC=2)C=1CCC.[ClH:30].[N:31]1([CH2:37][CH2:38][CH2:39][N:40]2[CH2:46][C:45]3[CH:47]=[C:48](/[CH:51]=[CH:52]/[C:53](O)=[O:54])[CH:49]=[N:50][C:44]=3[NH:43][C:42](=[O:56])[CH2:41]2)[CH2:36][CH2:35][O:34][CH2:33][CH2:32]1.Cl.CN1CC2C=C(/C=C/C(O)=O)C=NC=2NC(=O)C1>>[ClH:30].[CH3:1][N:2]([CH2:3][C:4]1[S:8][C:7]2[CH:9]=[CH:10][CH:11]=[CH:12][C:6]=2[C:5]=1[CH3:13])[C:53](=[O:54])/[CH:52]=[CH:51]/[C:48]1[CH:49]=[N:50][C:44]2[NH:43][C:42](=[O:56])[CH2:41][N:40]([CH2:39][CH2:38][CH2:37][N:31]3[CH2:32][CH2:33][O:34][CH2:35][CH2:36]3)[CH2:46][C:45]=2[CH:47]=1 |f:2.3,4.5,6.7|. Procedure details: According to the procedure of Example 1, except substituting methyl-(3-methyl-benzo[b]thiophen-2-ylmethyl)amine for the methyl-(1-propyl-naphthalen-2-ylmethyl)amine, and substituting (E)-3-[4-(3-morpholin-4-yl-propyl)-2-oxo-2,3,4,5-tetrahydro-1H-pyrido[2,3-e][1,4]diazepin-7-yl]acrylic acid hydrochloride for the (E)-3-(4-methyl-2-oxo-2,3,4,5-tetrahydro-1H-pyrido[2,3-e][1,4]diazepin-7-yl)acrylic acid hydrochloride, the title compound (0.20 g, 56%) was prepared as an off-white powder: 1H NMR (300 M... Starting materials: FC=1C(=NC(=NC1)N1C[C@@]2(N=C(SC[C@@H]2C1)NC(C1=CC=CC=C1)=O)C1=NC=CN=C1)C(C)(C)O (N-[(4aR,7aR)-6-[5-fluoro-4-(1-hydroxy-1-methyl-ethyl)pyrimidin-2-yl]-7a-pyrazin-2-yl-4,4a,5,7-tetrahydropyrrolo[3,4-d][1,3]thiazin-2-yl]benzamide), [OH-].[Li+] (Lithium hydroxide). Run in CO (methanol). Reaction conditions: temperature 60 celsius. Yields the product phase B, NC=1SC[C@H]2[C@@](N1)(CN(C2)C2=NC=C(C(=N2)C(C)(C)O)F)C2=NC=CN=C2 (2-[2-[(4aR,7aR)-2-Amino-7a-pyrazin-2-yl-4,4a,5,7-tetrahydropyrrolo[3,4-d][1,3]thiazin-6-yl]-5-fluoro-pyrimidin-4-yl]propan-2-ol). The yield is 56.1%. Reaction SMILES: [F:1][C:2]1[C:3]([C:32]([OH:35])([CH3:34])[CH3:33])=[N:4][C:5]([N:8]2[CH2:16][C@@H:15]3[C@@:10]([C:26]4[CH:31]=[N:30][CH:29]=[CH:28][N:27]=4)([N:11]=[C:12]([NH:17]C(=O)C4C=CC=CC=4)[S:13][CH2:14]3)[CH2:9]2)=[N:6][CH:7]=1.[OH-].[Li+]>CO>[NH2:17][C:12]1[S:13][CH2:14][C@@H:15]2[CH2:16][N:8]([C:5]3[N:4]=[C:3]([C:32]([OH:35])([CH3:33])[CH3:34])[C:2]([F:1])=[CH:7][N:6]=3)[CH2:9][C@:10]2([C:26]2[CH:31]=[N:30][CH:29]=[CH:28][N:27]=2)[N:11]=1 |f:1.2|. Reported procedure: N-[(4aR,7aR)-6-[5-fluoro-4-(1-hydroxy-1-methyl-ethyl)pyrimidin-2-yl]-7a-pyrazin-2-yl-4,4a,5,7-tetrahydropyrrolo[3,4-d][1,3]thiazin-2-yl]benzamide (330 mg, 0.668 mmol) is dissolved in methanol (8 mL) with stirring. Lithium hydroxide (42.51 mg, 1 mmol) is added and the reaction is heated at 60° C. for 5 hours 30 minutes. The reaction is cooled to room temperature and loaded onto a silica gel column. The column is eluted with a 0-5% gradient of 0.14 M ammonia/methanol in dichloromethane. The produc... The reactants are O=C1C(O)=C([O-])[C@H](O1)[C@@H](O)CO.[Na+] (sodium ascorbate), BrC=1C=C(CN2C=C(C3=C(C=C(C=C23)F)F)S(=O)(=O)CC(=O)NC2=NC=CC=C2)C=CC1 (2-((1-(3-bromobenzyl)-4,6-difluoro-1H-indol-3-yl)sulfonyl)-N-(pyridin-2-yl)acetamide), [N-]=[N+]=[N-].[Na+] (sodium azide). The reagents and catalysts are [Cu]I (CuI). The solvent is C(C)O.O (ethanol water), C(C)(=O)OCC (ethyl acetate), [Cl-].[Na+].O (brine). Run at temperature 120 celsius. The product is N1(N=NC=C1)C=1C=C(CN2C=C(C3=C(C=C(C=C23)F)F)S(=O)(=O)CC(=O)NC2=NC=CC=C2)C=CC1 (2-((1-(3-(1H-1,2,3-triazol-1-yl)benzyl)-4,6-difluoro-1H-indol-3-yl)sulfonyl)-N-(pyridin-2-yl)acetamide), N(=[N+]=[N-])C=1C=C(CN2C=C(C3=C(C=C(C=C23)F)F)S(=O)(=O)CC(=O)NC2=NC=CC=C2)C=CC1 (2-((1-(3-azidobenzyl)-4,6-difluoro-1H-indol-3-yl)sulfonyl)-N-(pyridin-2-yl)acetamide). RXN SMILES: Br[C:2]1[CH:3]=[C:4]([CH:30]=[CH:31][CH:32]=1)[CH2:5][N:6]1[C:14]2[C:9](=[C:10]([F:16])[CH:11]=[C:12]([F:15])[CH:13]=2)[C:8]([S:17]([CH2:20][C:21]([NH:23][C:24]2[CH:29]=[CH:28][CH:27]=[CH:26][N:25]=2)=[O:22])(=[O:19])=[O:18])=[CH:7]1.[N-:33]=[N+:34]=[N-:35].[Na+].O=[C:38]1O[C@H]([C@H](CO)O)C([O-])=[C:39]1O.[Na+]>C(O)C.O.C(OCC)(=O)C.[Cl-].[Na+].O.[Cu]I>[N:33]1([C:2]2[CH:3]=[C:4]([CH:30]=[CH:31][CH:32]=2)[CH2:5][N:6]2[C:14]3[C:9](=[C:10]([F:16])[CH:11]=[C:12]([F:15])[CH:13]=3)[C:8]([S:17]([CH2:20][C:21]([NH:23][C:24]3[CH:29]=[CH:28][CH:27]=[CH:26][N:25]=3)=[O:22])(=[O:19])=[O:18])=[CH:7]2)[CH:39]=[CH:38][N:35]=[N:34]1.[N:33]([C:2]1[CH:3]=[C:4]([CH:30]=[CH:31][CH:32]=1)[CH2:5][N:6]1[C:14]2[C:9](=[C:10]([F:16])[CH:11]=[C:12]([F:15])[CH:13]=2)[C:8]([S:17]([CH2:20][C:21]([NH:23][C:24]2[CH:29]=[CH:28][CH:27]=[CH:26][N:25]=2)=[O:22])(=[O:19])=[O:18])=[CH:7]1)=[N+:34]=[N-:35] |f:1.2,3.4,5.6,8.9.10|. Procedure: In a 5-mL conical microwave vial equipped with a stir bar, 2-((1-(3-bromobenzyl)-4,6-difluoro-1H-indol-3-yl)sulfonyl)-N-(pyridin-2-yl)acetamide (30 mg, 0.058 mmol, Example 7), sodium azide (10 mg, 0.15 mmol)), CuI (2.5 mg, 0.013 mmol), N,N′-dimethylaminediamine (2.0 mg, 0.23 mmol), and sodium ascorbate (5.0 mg, 0.025 mmol) were massed. The reagents were suspended in ethanol/water (2:1, 5 mL) and the vial was sealed with a crimped cap. The reaction was heated to 120° C. with microwave irradiation... Starting materials: COC(C1=CC=C(C=C1)N(C=1C(=C(C2=C(C(CO2)(C)C)C1)C(C)C)C)C(C)C)=O (4-[isopropyl-(7-isopropyl-3,3,6-trimethyl-2,3-dihydro-benzofuran-5-yl)-amino]-benzoic acid methyl ester), COC(C1=CC=C(C=C1)N(C=1C(=C(C2=C(C(CO2)(C)C)C1)C(C)C)C)C(C)C)=O (4-[isopropyl-(7-isopropyl-3,3,6-trimethyl-2,3-dihydro-benzofuran-5-yl)-amino]-benzoic acid methyl ester), [OH-].[Na+] (sodium hydroxide). Run in CO (methanol). The product is C(C)(C)N(C1=CC=C(C(=O)O)C=C1)C=1C(=C(C2=C(C(CO2)(C)C)C1)C(C)C)C (4-[Isopropyl-(7-isopropyl-3,3,6-trimethyl-2,3-dihydro-benzofuran-5-yl)-amino]-benzoic acid). The yield is 73.7%. RXN SMILES: C[O:2][C:3](=[O:29])[C:4]1[CH:9]=[CH:8][C:7]([N:10]([CH:26]([CH3:28])[CH3:27])[C:11]2[C:12]([CH3:25])=[C:13]([CH:22]([CH3:24])[CH3:23])[C:14]3[O:18][CH2:17][C:16]([CH3:20])([CH3:19])[C:15]=3[CH:21]=2)=[CH:6][CH:5]=1.[OH-].[Na+]>CO>[CH:26]([N:10]([C:11]1[C:12]([CH3:25])=[C:13]([CH:22]([CH3:24])[CH3:23])[C:14]2[O:18][CH2:17][C:16]([CH3:19])([CH3:20])[C:15]=2[CH:21]=1)[C:7]1[CH:6]=[CH:5][C:4]([C:3]([OH:29])=[O:2])=[CH:9][CH:8]=1)([CH3:28])[CH3:27] |f:1.2|. Reported procedure: Following general procedure P and using 4-[isopropyl-(7-isopropyl-3,3,6-trimethyl-2,3-dihydro-benzofuran-5-yl)-amino]-benzoic acid methyl ester (Compound 67, 0.037 g, 0.096 mmol) and 1.5 mL (7.5) of 5M sodium hydroxide in 5 mL of methanol, the title compound (0.027 g, 72%) was obtained, after flash column chromatography using 15% ethyl acetate in hexanes as the eluent, as a pale yellow solid. 1H NMR (300 MHz, CDCl3): δ 7.87 (d, 2H, J=8.9 Hz), 6.59 (s, 1H), 6.42 (d, 2H, J=8.9 Hz), 4.34 (heptet, 1...